From a dataset of the Open Reaction Database (ORD), a public repository of structured organic reaction records. describe an organic reaction: reactants, conditions, products, and yield The reactants are O=S(=O)(Cl)N1CCC2(CCCC2)CC1, CC#N, Cl, COC(=O)C(N)CC(C)(F)F. The product is COC(=O)C(CC(C)(F)F)NS(=O)(=O)N1CCC2(CCCC2)CC1. As a reaction SMILES: [CH2:13]1[CH2:14][CH2:15][CH2:16][C:17]12[CH2:18][CH2:19][N:20]([S:23](=[O:24])(=[O:25])[Cl:26])[CH2:21][CH2:22]2.[CH3:27][C:28]#[N:29].[ClH:1].[NH2:2][CH:3]([C:4](=[O:5])[O:6][CH3:7])[CH2:8][C:9]([CH3:10])([F:11])[F:12]>>[NH:2]([CH:3]([C:4](=[O:5])[O:6][CH3:7])[CH2:8][C:9]([CH3:10])([F:11])[F:12])[S:23]([N:20]1[CH2:19][CH2:18][C:17]2([CH2:13][CH2:14][CH2:15][CH2:16]2)[CH2:22][CH2:21]1)(=[O:24])=[O:25].